This data is from the Open Reaction Database (ORD), a public repository of structured organic reaction records. The task is: describe an organic reaction: reactants, conditions, products, and yield Starting materials: O.O.[Na+].CN(C([S-])=S)C (dimethyldithiocarbamic acid sodium salt dihydrate), NC1=NC(=CC(=N1)CCl)OC (2-amino-4-chloromethyl-6-methoxypyrimidine). Solvent: C(C)O (ethanol), O (water). Product: NC1=NC(=CC(=N1)OC)CSC(N(C)C)=S (2-Amino-4-methoxy-6-dimethylthiocarbamoylthiomethylpyrimidine). RXN SMILES: O.O.[Na+].[CH3:4][N:5]([CH3:9])[C:6](=[S:8])[S-:7].[NH2:10][C:11]1[N:16]=[C:15]([CH2:17]Cl)[CH:14]=[C:13]([O:19][CH3:20])[N:12]=1>C(O)C.O>[NH2:10][C:11]1[N:12]=[C:13]([O:19][CH3:20])[CH:14]=[C:15]([CH2:17][S:8][C:6](=[S:7])[N:5]([CH3:9])[CH3:4])[N:16]=1 |f:0.1.2.3|. Procedure: 18.5 g of dimethyldithiocarbamic acid sodium salt dihydrate and 17.4 g of 2-amino-4-chloromethyl-6-methoxypyrimidine are refluxed in 100 ml of ethanol for 30 minutes. After the mixture has been cooled, it is diluted with about 1 liter of water, and the product which has precipitated is separated and dried. The yield is 23.0 g (89% of theory) of 2-amino-4-methoxy-6-dimethylthiocarbamoylthiomethyl-pyrimidine, m.p. 118°-120° C. Starting materials: CC1=NC(=C(C(N1)=O)CCC(=O)OCC)C (ethyl 3-(2,6-dimethyl-3H-pyrimidin-4-on-5yl)propionate), P(=O)(Cl)(Cl)Cl (phosphorus oxychloride). The reagents and catalysts are CN(C1=CC=CC=C1)C (N,N-dimethylaniline). The product is ClC1=NC(=NC(=C1CCC(=O)OCC)C)C (Ethyl 3-(4-Chloro-2,6-dimethylpyrimidin-5-yl)propionate). Yield: 72.0%. Reaction SMILES: [CH3:1][C:2]1[NH:7][C:6](=O)[C:5]([CH2:9][CH2:10][C:11]([O:13][CH2:14][CH3:15])=[O:12])=[C:4]([CH3:16])[N:3]=1.P(Cl)(Cl)([Cl:19])=O>CN(C)C1C=CC=CC=1>[Cl:19][C:6]1[C:5]([CH2:9][CH2:10][C:11]([O:13][CH2:14][CH3:15])=[O:12])=[C:4]([CH3:16])[N:3]=[C:2]([CH3:1])[N:7]=1. Procedure details: A mixture of ethyl 3-(2,6-dimethyl-3H-pyrimidin-4-on-5yl)propionate (3.87 g, 0.017 mol), phosphorus oxychloride (40 mL), and N,N-dimethylaniline (10 drops) was heated under reflux for 2 h. The mixture was concentrated, cooled, and ice water was added. Solid KOH was added to bring the pH to 6 and the mixture was extracted with ether. The extracts were dried (MgSO4) and concentrated to give 2.95 g (72%) of product as a brown oil. Reactants: Cc1cc(NCCCCNC(=O)OC(C)(C)C)c([N+](=O)[O-])c(Cl)n1, [H-], [Na+], C1CCOC1, Oc1ccccc1. The product is Cc1cc(NCCCCNC(=O)OC(C)(C)C)c([N+](=O)[O-])c(Oc2ccccc2)n1. Reaction SMILES: [Cl:10][c:11]1[n:12][c:13]([CH3:33])[cH:14][c:15]([NH:20][CH2:21][CH2:22][CH2:23][CH2:24][NH:25][C:26]([O:27][C:28]([CH3:29])([CH3:30])[CH3:31])=[O:32])[c:16]1[N+:17](=[O:18])[O-:19].[H-:8].[Na+:9].[O:34]1[CH2:35][CH2:36][CH2:37][CH2:38]1.[OH:1][c:2]1[cH:3][cH:4][cH:5][cH:6][cH:7]1>>[O:1]([c:2]1[cH:3][cH:4][cH:5][cH:6][cH:7]1)[c:11]1[n:12][c:13]([CH3:33])[cH:14][c:15]([NH:20][CH2:21][CH2:22][CH2:23][CH2:24][NH:25][C:26]([O:27][C:28]([CH3:29])([CH3:30])[CH3:31])=[O:32])[c:16]1[N+:17](=[O:18])[O-:19]. Reagents/catalysts: C(C)(=O)O (acetic acid). Yields the product C(C)N1CCN(CC1)C=1C=2C(NC3=C(N1)C=CC=C3)=CSC2 (10-(4-ethyl-1-piperazinyl)-4H-thieno[3,4-b][1,5]benzodiazepine). Reported procedure: A mixture comprising 2.5 g. of 10-(methylthio)-4H-thieno[3,4-b][1,5]benzodiazepine (U.S. Pat. No. 3,951,981 -- Ex. 2), 11.4 g. of N-ethylpiperazine and 3 drops of acetic acid is stirred and refluxed overnight. The mixture is evaporated. The residue is slurried in water and then the residue is dissolved in 50 ml. of 2N acetic acid, filtered and the filtrate is made alkaline with ammonium hydroxide. The mixture is cooled and filtered. The solid is recrystallized twice from ethanol giving 10-(4-eth... Starting materials: CSC=1C=2C(NC3=C(N1)C=CC=C3)=CSC2 (10-(methylthio)-4H-thieno[3,4-b][1,5]benzodiazepine), C(C)N1CCNCC1 (N-ethylpiperazine). Reaction SMILES: CS[C:3]1[C:4]2[C:5](=[CH:14][S:15][CH:16]=2)[NH:6][C:7]2[CH:13]=[CH:12][CH:11]=[CH:10][C:8]=2[N:9]=1.[CH2:17]([N:19]1[CH2:24][CH2:23][NH:22][CH2:21][CH2:20]1)[CH3:18]>C(O)(=O)C>[CH2:17]([N:19]1[CH2:24][CH2:23][N:22]([C:3]2[C:4]3[C:5](=[CH:14][S:15][CH:16]=3)[NH:6][C:7]3[CH:13]=[CH:12][CH:11]=[CH:10][C:8]=3[N:9]=2)[CH2:21][CH2:20]1)[CH3:18]. Reactants: CC1(CCCCC1)C (4,4-dimethylcyclohexane), O1CCCC1 (tetrahydrofuran), solution, C(CCC)[Li] (butyllithium), BrC1=CC=C(C=C1)C(C)(OC)OC (1-bromo-4-(1,1-dimethoxyethyl)benzene), O1CCCC1 (tetrahydrofuran). Solvent: C1CCCCC1 (cyclohexane). Reaction conditions: temperature -78 celsius, time 2 hour. Yields the product COC(C)(OC)C1=CC=C(C=C1)C1(CCC(CC1)(C)C)O (1-[4-(1,1-Dimethoxyethyl)phenyl]-4,4-dimethylcyclohexanol). Reaction SMILES: C([Li])CCC.Br[C:7]1[CH:12]=[CH:11][C:10]([C:13]([O:17][CH3:18])([O:15][CH3:16])[CH3:14])=[CH:9][CH:8]=1.[CH3:19][C:20]1([CH3:26])[CH2:25][CH2:24][CH2:23][CH2:22][CH2:21]1.[O:27]1CCCC1>C1CCCCC1>[CH3:16][O:15][C:13]([C:10]1[CH:11]=[CH:12][C:7]([C:23]2([OH:27])[CH2:24][CH2:25][C:20]([CH3:26])([CH3:19])[CH2:21][CH2:22]2)=[CH:8][CH:9]=1)([O:17][CH3:18])[CH3:14]. Procedure details: 328 ml of a 1.6 M solution of butyllithium in cyclohexane are added at −78° C. to 117 g of 1-bromo-4-(1,1-dimethoxyethyl)benzene in 1100 ml of tetrahydrofuran and the reaction mixture is stirred at −78° C. for 2 hours. 66 g of 4,4-dimethylcyclohexane dissolved in 210 ml of tetrahydrofuran are added at this same temperature and the reaction mixture is stirred for 1 hour at −78° C. The reaction mixture is hydrolysed by addition of crushed ice. The organic phase is separated out after settling of t...